The task is: describe an organic reaction: reactants, conditions, products, and yield. This data is from the Open Reaction Database (ORD), a public repository of structured organic reaction records. Reactants: NC1CCN(CC1)CC1=CC=CC=C1 (4-amino-1-benzylpiperidine), BrCCO (2-bromoethanol), CCN(C(C)C)C(C)C (Hunig's base). Solvent: C(Cl)Cl (CH2Cl2). Product: C1(=CC=CC=C1)CN1CCC(CC1)NCCO (2-[[1-(phenylmethyl)-4-piperidinyl]amino]ethanol). The yield is 93.1%. RXN SMILES: [NH2:1][CH:2]1[CH2:7][CH2:6][N:5]([CH2:8][C:9]2[CH:14]=[CH:13][CH:12]=[CH:11][CH:10]=2)[CH2:4][CH2:3]1.Br[CH2:16][CH2:17][OH:18].CCN(C(C)C)C(C)C>C(Cl)Cl>[C:9]1([CH2:8][N:5]2[CH2:6][CH2:7][CH:2]([NH:1][CH2:16][CH2:17][OH:18])[CH2:3][CH2:4]2)[CH:14]=[CH:13][CH:12]=[CH:11][CH:10]=1. Reported procedure: To a mixture of 4-amino-1-benzylpiperidine (2.13 g, 11.2 mmol) and 2-bromoethanol (0.15 g, 4.08 mmol) in anhydrous CH2Cl2 (20 ml) was added Hunig's base (2.6 ml, 5.7 mmol). The solution was refluxed for 24 hours. After evaporating off CH2Cl2, the crude material was purified by silica flash chromatography to afford 2-[[1-(phenylmethyl)-4-piperidinyl]amino]ethanol (0.88 g, 3.8 mmol) with 92% yield. FAB Mass [M+1]+35Cl 235. Reactants: C1CCOC1, CCOCC, Cc1ccccc1[Mg+], CON(C)C(=O)c1cn2cc(Cl)ccc2n1, CCOC(C)=O, [Cl-], Cl, O. Product: Cc1ccccc1C(=O)c1cn2cc(Cl)ccc2n1. Reaction SMILES: [CH2:28]1[O:29][CH2:30][CH2:31][CH2:32]1.[CH2:33]([O:34][CH2:35][CH3:36])[CH3:37].[CH3:18][c:19]1[c:20]([Mg+:25])[cH:21][cH:22][cH:23][cH:24]1.[CH3:1][O:2][N:3]([C:4](=[O:5])[c:6]1[n:7][c:8]2[n:9]([cH:10][c:11]([Cl:14])[cH:12][cH:13]2)[cH:15]1)[CH3:16].[CH3:38][CH2:39][O:40][C:41](=[O:42])[CH3:43].[Cl-:17].[ClH:26].[OH2:27]>>[C:4](=[O:5])([c:6]1[n:7][c:8]2[n:9]([cH:10][c:11]([Cl:14])[cH:12][cH:13]2)[cH:15]1)[c:20]1[c:19]([CH3:18])[cH:24][cH:23][cH:22][cH:21]1. Starting materials: NC1C(N(C2=C(C(=N1)C1=CC=CC=C1)C=CC=C2)C)=O (3(R,S)-amino-1,3-dihydro-1-methyl-5-phenyl-2H-1,4-benzodiazepin-2-one), CC1=CC=C(C=C1)N=C=O (4-methyphenylisocyanate). Run in O1CCCC1 (tetrahydrofuran). Run at time 8 hour. Yields the product CN1C(C(N=C(C2=C1C=CC=C2)C2=CC=CC=C2)NC(=O)NC2=CC=C(C=C2)C)=O (N-(2,3-Dihydro-1-methyl-2-oxo-5-phenyl-1H-1,4-benzodiazepin-3-yl)-N'-(4-methylphenyl)-urea). As a reaction SMILES: [NH2:1][CH:2]1[N:8]=[C:7]([C:9]2[CH:14]=[CH:13][CH:12]=[CH:11][CH:10]=2)[C:6]2[CH:15]=[CH:16][CH:17]=[CH:18][C:5]=2[N:4]([CH3:19])[C:3]1=[O:20].[CH3:21][C:22]1[CH:27]=[CH:26][C:25]([N:28]=[C:29]=[O:30])=[CH:24][CH:23]=1>O1CCCC1>[CH3:19][N:4]1[C:5]2[CH:18]=[CH:17][CH:16]=[CH:15][C:6]=2[C:7]([C:9]2[CH:14]=[CH:13][CH:12]=[CH:11][CH:10]=2)=[N:8][CH:2]([NH:1][C:29]([NH:28][C:25]2[CH:26]=[CH:27][C:22]([CH3:21])=[CH:23][CH:24]=2)=[O:30])[C:3]1=[O:20]. Reported procedure: Equimolar amounts of 3(R,S)-amino-1,3-dihydro-1-methyl-5-phenyl-2H-1,4-benzodiazepin-2-one and 4-methyphenylisocyanate were mixed in 8 ml of dry tetrahydrofuran at room temperature. The reaction mixture was allowed to stand for 8 hours and was then filtered. The collected solids were washed with tetrahydrofuran and dried in vacuo over P2O5 to give the analytical product: m.p. 274°-277° C. Starting materials: CCOC(=O)C(C(=O)OCC)c1ccncc1[N+](=O)[O-], CS(C)=O, CCOC(C)=O, [Cl-], [Li+], O. Yields the product CCOC(=O)Cc1ccncc1[N+](=O)[O-]. Reaction SMILES: [CH2:1]([CH3:2])[O:3][C:4]([CH:5]([C:6]([O:7][CH2:8][CH3:9])=[O:10])[c:11]1[c:12]([N+:17](=[O:18])[O-:19])[cH:13][n:14][cH:15][cH:16]1)=[O:20].[CH3:24][S:25]([CH3:26])=[O:27].[CH3:28][CH2:29][O:30][C:31](=[O:32])[CH3:33].[Cl-:22].[Li+:21].[OH2:23]>>[CH2:1]([CH3:2])[O:3][C:4]([CH2:5][c:11]1[c:12]([N+:17](=[O:18])[O-:19])[cH:13][n:14][cH:15][cH:16]1)=[O:20]. Starting materials: C1(CCC(=O)O1)=O (Succinic anhydride), N1[C@H](C(=O)O)CCC1 (L-proline). Run in C(C)(=O)O (acetic acid). Conditions: time 20 hour. Product: C(=O)(O)CCC(=O)N1[C@H](C(=O)O)CCC1 (1-(3-Carboxypropanoyl)-L-proline). Reaction SMILES: [C:1]1(=[O:7])[O:6][C:4](=[O:5])[CH2:3][CH2:2]1.[NH:8]1[CH2:15][CH2:14][CH2:13][C@H:9]1[C:10]([OH:12])=[O:11]>C(O)(=O)C>[C:4]([CH2:3][CH2:2][C:1]([N:8]1[CH2:15][CH2:14][CH2:13][C@H:9]1[C:10]([OH:12])=[O:11])=[O:7])([OH:6])=[O:5]. Procedure: Succinic anhydride (67 mmoles, 6.7 g.) is dissolved in 100 ml. of hot glacial acetic acid and cooled to room temperature. To this, while stirring (67 mmoles, 7.7 g.) L-proline is added. After 20 hours at room temperature, the reaction mixture is concentrated to dryness in vacuo. The residue is extracted three times with hot ethyl acetate and cooled to room temperature. To the pooled extracts containing the 1-(3-carboxypropanoyl)-L-proline, dicyclohexylamine is added and crystals form which are r... RXN SMILES: [CH3:1][c:2]1[n:3][cH:4][cH:5][cH:6][c:7]1[O:8][c:9]1[cH:10][c:11]([NH:15][C:16](=[O:17])[O:18][C:19]([CH3:20])([CH3:21])[CH3:22])[n:12][cH:13][cH:14]1.[Cl:30][CH2:31][Cl:32].[OH:23][C:24]([C:25]([F:26])([F:27])[F:28])=[O:29]>>[CH3:1][c:2]1[n:3][cH:4][cH:5][cH:6][c:7]1[O:8][c:9]1[cH:10][c:11]([NH2:15])[n:12][cH:13][cH:14]1. Reactants: Cc1ncccc1Oc1ccnc(NC(=O)OC(C)(C)C)c1, ClCCl, O=C(O)C(F)(F)F. The product is Cc1ncccc1Oc1ccnc(N)c1. The reactants are ClC1=NC=C(C=C1Cl)C(F)(F)F (2,3-dichloro-5-(trifluoromethyl)pyridine), C1(CC1)N1N=CC2=CC(=CC=C12)CNS(=O)(=O)C1=C(C=C(C(=O)OC)C=C1)C (methyl 4-(N-((1-cyclopropyl-1H-indazol-5-yl)methyl)sulfamoyl)-3-methylbenzoate). The product is ClC=1C(=NC=C(C1)C(F)(F)F)N(S(=O)(=O)C1=C(C=C(C(=O)OC)C=C1)C)CC=1C=C2C=NN(C2=CC1)C1CC1 (Methyl 4-(N-(3-chloro-5-(trifluoromethyl)pyridin-2-yl)-N-((1-cyclopropyl-1H-indazol-5-yl)methyl)sulfamoyl)-3-methylbenzoate). Reaction SMILES: Cl[C:2]1[C:7]([Cl:8])=[CH:6][C:5]([C:9]([F:12])([F:11])[F:10])=[CH:4][N:3]=1.[CH:13]1([N:16]2[C:24]3[C:19](=[CH:20][C:21]([CH2:25][NH:26][S:27]([C:30]4[CH:39]=[CH:38][C:33]([C:34]([O:36][CH3:37])=[O:35])=[CH:32][C:31]=4[CH3:40])(=[O:29])=[O:28])=[CH:22][CH:23]=3)[CH:18]=[N:17]2)[CH2:15][CH2:14]1>>[Cl:8][C:7]1[C:2]([N:26]([CH2:25][C:21]2[CH:20]=[C:19]3[C:24](=[CH:23][CH:22]=2)[N:16]([CH:13]2[CH2:15][CH2:14]2)[N:17]=[CH:18]3)[S:27]([C:30]2[CH:39]=[CH:38][C:33]([C:34]([O:36][CH3:37])=[O:35])=[CH:32][C:31]=2[CH3:40])(=[O:29])=[O:28])=[N:3][CH:4]=[C:5]([C:9]([F:12])([F:11])[F:10])[CH:6]=1. Procedure: The titled compound was prepared according to the procedure described in step-2 of Example 1 from 2,3-dichloro-5-(trifluoromethyl)pyridine and methyl 4-(N-((1-cyclopropyl-1H-indazol-5-yl)methyl)sulfamoyl)-3-methylbenzoate (step-2 of Example 33).